Dataset: the Open Reaction Database (ORD), a public repository of structured organic reaction records. Task: describe an organic reaction: reactants, conditions, products, and yield Starting materials: Cl (hydrochloric acid), Cl (hydrochloric acid), C([O-])(O)=O.[Na+] (sodium bicarbonate), ClC1=NN(C=C1NC(C)=O)C=1C=NC=CC1 (N-(3-chloro-1-(pyridin-3-yl)-1H-pyrazol-4-yl)acetamide), [BH4-].[Na+] (Sodium borohydride), B(F)(F)F.CCOCC (borontrifluoride etherate). The solvent is O (Water), C(C)(=O)OCC (ethyl acetate), C(C)(=O)OCC (ethyl acetate), O1CCCC1 (tetrahydrofuran). Conditions: temperature 60 celsius, time 15 minute. The product is ClC1=NN(C=C1NCC)C=1C=NC=CC1 (3-Chloro-N-ethyl-1-(pyridin-3-yl)-1H-pyrazol-4-amine). Yield: 78.6%. Reaction SMILES: [Cl:1][C:2]1[C:6]([NH:7][C:8](=O)[CH3:9])=[CH:5][N:4]([C:11]2[CH:12]=[N:13][CH:14]=[CH:15][CH:16]=2)[N:3]=1.B(F)(F)F.CCOCC.[BH4-].[Na+].Cl.C(=O)(O)[O-].[Na+]>O.C(OCC)(=O)C.O1CCCC1>[Cl:1][C:2]1[C:6]([NH:7][CH2:8][CH3:9])=[CH:5][N:4]([C:11]2[CH:12]=[N:13][CH:14]=[CH:15][CH:16]=2)[N:3]=1 |f:1.2,3.4,6.7|. Procedure: A 100 mL 3-neck round bottom flask was charged with N-(3-chloro-1-(pyridin-3-yl)-1H-pyrazol-4-yl)acetamide (475 mg, 2.01 mmol) and tetrahydrofuran (10 mL). borontrifluoride etherate (0.63 mL, 5.02 mmol) was added and the mixture was stirred for 15 minutes to give a suspension. Sodium borohydride (228 mg, 6.02 mmol) was added and the reaction was heated at 60° C. for 4 hours, at which point thin layer chromatography analysis [Eluent: ethyl acetate, sample was prepared by treatment of reaction mix... The reactants are NC1=CC=C(C=C1)C=1N(C2=CC(=CC=C2C1C#N)OCCOC)C1CCC1 (2-(4-aminophenyl)-1-cyclobutyl-6-(2-methoxyethoxy)-1H-indole-3-carbonitrile), C(=O)([O-])[O-].[K+].[K+] (K2CO3), ClC(=O)OC1=CC=C(C=C1)OC (4-methoxyphenyl chloroformate). The solvent is CCOC(=O)C (EtOAc), CCOC(=O)C (EtOAc). Run at time 3 hour. The product is COC1=CC=C(C=C1)OC(NC1=CC=C(C=C1)C=1N(C2=CC(=CC=C2C1C#N)OCCOC)C1CCC1)=O ({4-[3-cyano-1-cyclobutyl-6-(2-methoxy-ethoxy)-1H-indol-2-yl]-phenyl}-carbamic acid 4-methoxy-phenyl ester). Isolated yield 98.0%. As a reaction SMILES: [NH2:1][C:2]1[CH:7]=[CH:6][C:5]([C:8]2[N:9]([CH:24]3[CH2:27][CH2:26][CH2:25]3)[C:10]3[C:15]([C:16]=2[C:17]#[N:18])=[CH:14][CH:13]=[C:12]([O:19][CH2:20][CH2:21][O:22][CH3:23])[CH:11]=3)=[CH:4][CH:3]=1.C([O-])([O-])=O.[K+].[K+].Cl[C:35]([O:37][C:38]1[CH:43]=[CH:42][C:41]([O:44][CH3:45])=[CH:40][CH:39]=1)=[O:36]>CCOC(C)=O>[CH3:45][O:44][C:41]1[CH:42]=[CH:43][C:38]([O:37][C:35](=[O:36])[NH:1][C:2]2[CH:3]=[CH:4][C:5]([C:8]3[N:9]([CH:24]4[CH2:27][CH2:26][CH2:25]4)[C:10]4[C:15]([C:16]=3[C:17]#[N:18])=[CH:14][CH:13]=[C:12]([O:19][CH2:20][CH2:21][O:22][CH3:23])[CH:11]=4)=[CH:6][CH:7]=2)=[CH:39][CH:40]=1 |f:1.2.3|. Procedure details: To a solution 2-(4-aminophenyl)-1-cyclobutyl-6-(2-methoxyethoxy)-1H-indole-3-carbonitrile (530 mg, 1.58 mmol) in EtOAc (10 mL) is added 2M aqueous K2CO3 (556 uL, 5.9 mmol) and 4-methoxyphenyl chloroformate over a period of 5 min. The reaction mixture is stirred further for 3 h at room temperature. The reaction mixture is diluted with EtOAc (20 mL) and then washed with water (5 mL). The solvents are removed under reduced pressure and the residue is dissolved in EtOAc and then triturated with hexa... The reactants are C([O-])([O-])=O.[K+].[K+] (potassium carbonate), ClC1=CC=C(C=C1)CN1C(=NC2=C1C=CC(=C2)F)S (1-(4-chlorophenylmethyl)-2-mercapto-5-fluorobenzimidazole), BrCCCC(=O)OCC (ethyl 4-bromobutyrate). The solvent is CC(=O)C (acetone). Product: ClC1=CC=C(CN2C(=NC3=C2C=CC(=C3)F)SCCCC(=O)OCC)C=C1 (ethyl 4-[1-(4-chlorobenzyl)-5-fluorobenzimidazol-2-yl]mercaptobutanoate). Reaction SMILES: [Cl:1][C:2]1[CH:7]=[CH:6][C:5]([CH2:8][N:9]2[C:13]3[CH:14]=[CH:15][C:16]([F:18])=[CH:17][C:12]=3[N:11]=[C:10]2[SH:19])=[CH:4][CH:3]=1.Br[CH2:21][CH2:22][CH2:23][C:24]([O:26][CH2:27][CH3:28])=[O:25].C(=O)([O-])[O-].[K+].[K+]>CC(C)=O>[Cl:1][C:2]1[CH:3]=[CH:4][C:5]([CH2:8][N:9]2[C:13]3[CH:14]=[CH:15][C:16]([F:18])=[CH:17][C:12]=3[N:11]=[C:10]2[S:19][CH2:21][CH2:22][CH2:23][C:24]([O:26][CH2:27][CH3:28])=[O:25])=[CH:6][CH:7]=1 |f:2.3.4|. Reported procedure: 9 g of 1-(4-chlorophenylmethyl)-2-mercapto-5-fluorobenzimidazole, prepared in Example 15, and 4.4 ml of ethyl 4-bromobutyrate are refluxed for 5 hours in 100 ml of acetone in the presence of 6.3 g of potassium carbonate. The solvent is evaporated off under vacuum, the residue is taken up with water and then extracted with ethyl acetate and the extract is washed with a dilute solution of sodium hydroxide. The organic phase is dried over magnesium sulfate and evaporated under vacuum to give 11.9 g... Run at time 15 minute. Procedure: To a solution of 1.0 g 2,2-dimethyl-1,3-benzodioxole-4-sulfonamide, prepared in Example 1, in 50 ml methylene chloride at room temperature under nitrogen was added 2.5 ml trimethylaluminum (2M in toluene). After stirring 15 minutes at room temperature, 0.7 g of methyl [4-methoxy-6-methyl-1,3,5-triazin-2-yl]carbamate, prepared according to the procedure of Example 5, was added and the reaction mixture was heated at reflux 72 hours. The reaction mixture was cooled to room temperature and 75 ml ice... Product: COC1=NC(=NC(=N1)C)NC(=O)NS(=O)(=O)C1=CC=CC=2OC(OC21)(C)C (N-[(4-Methoxy-6-methyl-1,3,5-triazin-2-yl)aminocarbonyl]-2,2-dimethyl-1,3-benzodioxole-4-sulfonamide). As a reaction SMILES: [CH3:1][C:2]1([CH3:15])[O:6][C:5]2[CH:7]=[CH:8][CH:9]=[C:10]([S:11]([NH2:14])(=[O:13])=[O:12])[C:4]=2[O:3]1.C[Al](C)C.[CH3:20][O:21][C:22]1[N:27]=[C:26]([CH3:28])[N:25]=[C:24]([NH:29][C:30](=O)[O:31]C)[N:23]=1.C(O)(=O)C>C(Cl)Cl.Cl>[CH3:20][O:21][C:22]1[N:27]=[C:26]([CH3:28])[N:25]=[C:24]([NH:29][C:30]([NH:14][S:11]([C:10]2[C:4]3[O:3][C:2]([CH3:15])([CH3:1])[O:6][C:5]=3[CH:7]=[CH:8][CH:9]=2)(=[O:13])=[O:12])=[O:31])[N:23]=1. Reactants: CC1(OC2=C(O1)C=CC=C2S(=O)(=O)N)C (2,2-dimethyl-1,3-benzodioxole-4-sulfonamide), C[Al](C)C (trimethylaluminum), COC1=NC(=NC(=N1)C)NC(OC)=O (methyl [4-methoxy-6-methyl-1,3,5-triazin-2-yl]carbamate), ice, C(C)(=O)O (acetic acid). Run in C(Cl)Cl (methylene chloride). Reagents/catalysts: Cl (hydrochloric acid). Isolated yield 7.2%. The reactants are ClS(=O)(=O)C=1SC(=CC1)C=1SC=CC1 (2-chlorosulfonyl-5,2'-bithiophene), NC1=C(C(=NO1)C)Br (5-amino-4-bromo-3-methylisoxazole), pale brown solid. The solvent is CO.C(Cl)(Cl)Cl (MeOH CHCl3). Product: BrC=1C(=NOC1NS(=O)(=O)C=1SC(=CC1)C=1SC=CC1)C (N-(4-bromo-3-methyl-5-isoxazolyl)-5-(2-thienyl)thiophene-2-sulfonamide). As a reaction SMILES: Cl[S:2]([C:5]1[S:6][C:7]([C:10]2[S:11][CH:12]=[CH:13][CH:14]=2)=[CH:8][CH:9]=1)(=[O:4])=[O:3].[NH2:15][C:16]1[O:20][N:19]=[C:18]([CH3:21])[C:17]=1[Br:22]>CO.C(Cl)(Cl)Cl>[Br:22][C:17]1[C:18]([CH3:21])=[N:19][O:20][C:16]=1[NH:15][S:2]([C:5]1[S:6][C:7]([C:10]2[S:11][CH:12]=[CH:13][CH:14]=2)=[CH:8][CH:9]=1)(=[O:4])=[O:3] |f:2.3|. Procedure details: N-(4-bromo-3-methyl-5-isoxazolyl)-5-(2-thienyl)thiophene-2-sulfonamide was prepared in the same manner as described in Example 2. Reaction of 2-chlorosulfonyl-5,2'-bithiophene (300 mg, 1.14 mmol) with 5-amino-4-bromo-3-methylisoxazole (183 mg, 1.03 mmol) yielded, after flash chromatography using 10% MeOH/CHCl3, 430 mg (94%) of a pale brown solid, m.p. 210° C. Starting materials: ClC1=CC=C(C=C1)C=1C=C(C=NC1OCC(F)(F)F)N (5-(4-chloro-phenyl)-6-(2,2, 2-trifluoro-ethoxy)-pyridin-3-ylamine), CC1=CC(=NO1)C(=O)O (5-methyl-3-isoxazolecarboxylic acid). The product is ClC1=CC=C(C=C1)C=1C=C(C=NC1OCC(F)(F)F)NC(=O)C1=NOC(=C1)C (5-methyl-3-isoxazolecarboxylic acid[5-(4-chloro-phenyl)-6-(2,2,2-trifluoro-ethoxy)-pyridin-3-yl]-amide). RXN SMILES: [Cl:1][C:2]1[CH:7]=[CH:6][C:5]([C:8]2[CH:9]=[C:10]([NH2:20])[CH:11]=[N:12][C:13]=2[O:14][CH2:15][C:16]([F:19])([F:18])[F:17])=[CH:4][CH:3]=1.[CH3:21][C:22]1[O:26][N:25]=[C:24]([C:27](O)=[O:28])[CH:23]=1>>[Cl:1][C:2]1[CH:3]=[CH:4][C:5]([C:8]2[CH:9]=[C:10]([NH:20][C:27]([C:24]3[CH:23]=[C:22]([CH3:21])[O:26][N:25]=3)=[O:28])[CH:11]=[N:12][C:13]=2[O:14][CH2:15][C:16]([F:17])([F:18])[F:19])=[CH:6][CH:7]=1. Procedure: The title compound was synthesized in analogy to Example 1, using 5-(4-chloro-phenyl)-6-(2,2, 2-trifluoro-ethoxy)-pyridin-3-ylamine and 5-methyl-3-isoxazolecarboxylic acid as starting materials, MS (LC/MS): 412.2 (M+H). Starting materials: CC(C)(C)OC(=O)N1CCCC1CN, CC(=O)O[BH-](OC(C)=O)OC(C)=O, ClCCl, [Na+], O=Cc1cc2ccccc2cn1. The product is CC(C)(C)OC(=O)N1CCCC1CNCc1cc2ccccc2cn1. RXN SMILES: [C:13]([CH3:14])([CH3:15])([CH3:16])[O:17][C:18](=[O:19])[N:20]1[CH:21]([CH2:25][NH2:26])[CH2:22][CH2:23][CH2:24]1.[C:27]([O:28][BH-:29]([O:30][C:31](=[O:32])[CH3:33])[O:34][C:35](=[O:36])[CH3:37])(=[O:38])[CH3:39].[Cl:41][CH2:42][Cl:43].[Na+:40].[cH:1]1[n:2][c:3]([CH:11]=[O:12])[cH:4][c:5]2[cH:6][cH:7][cH:8][cH:9][c:10]12>>[cH:1]1[n:2][c:3]([CH2:11][NH:26][CH2:25][CH:21]2[N:20]([C:18]([O:17][C:13]([CH3:14])([CH3:15])[CH3:16])=[O:19])[CH2:24][CH2:23][CH2:22]2)[cH:4][c:5]2[cH:6][cH:7][cH:8][cH:9][c:10]12.